Dataset: the Open Reaction Database (ORD), a public repository of structured organic reaction records. Task: describe an organic reaction: reactants, conditions, products, and yield Reactants: CCO, N#Cc1cc(Cc2ccc([N+](=O)[O-])cc2)ccn1, c1ccncc1. Yields the product N#Cc1cc(Cc2ccc(N)cc2)ccn1. As a reaction SMILES: [CH3:25][CH2:26][OH:27].[N+:1]([O-:2])(=[O:3])[c:4]1[cH:5][cH:6][c:7]([CH2:8][c:9]2[cH:10][c:11]([C:15]#[N:16])[n:12][cH:13][cH:14]2)[cH:17][cH:18]1.[cH:19]1[cH:20][cH:21][n:22][cH:23][cH:24]1>>[NH2:1][c:4]1[cH:5][cH:6][c:7]([CH2:8][c:9]2[cH:10][c:11]([C:15]#[N:16])[n:12][cH:13][cH:14]2)[cH:17][cH:18]1. Starting materials: CCCC[N+](CCCC)(CCCC)CCCC, CCOC(C)=O, [F-], C1CCOC1, CCCC(=O)Nc1nn(COCC[Si](C)(C)C)c2cc(CCc3ccccc3)ccc12. Yields the product CCCC(=O)Nc1n[nH]c2cc(CCc3ccccc3)ccc12. RXN SMILES: [CH3:2][CH2:3][CH2:4][CH2:5][N+:6]([CH2:7][CH2:8][CH2:9][CH3:10])([CH2:11][CH2:12][CH2:13][CH3:14])[CH2:15][CH2:16][CH2:17][CH3:18].[CH3:50][CH2:51][O:52][C:53](=[O:54])[CH3:55].[F-:1].[O:56]1[CH2:57][CH2:58][CH2:59][CH2:60]1.[c:19]1([CH2:25][CH2:26][c:27]2[cH:28][cH:29][c:30]3[c:31]([NH:44][C:45]([CH2:46][CH2:47][CH3:48])=[O:49])[n:32][n:33]([CH2:36][O:37][CH2:38][CH2:39][Si:40]([CH3:41])([CH3:42])[CH3:43])[c:34]3[cH:35]2)[cH:20][cH:21][cH:22][cH:23][cH:24]1>>[c:19]1([CH2:25][CH2:26][c:27]2[cH:28][cH:29][c:30]3[c:31]([NH:44][C:45]([CH2:46][CH2:47][CH3:48])=[O:49])[n:32][nH:33][c:34]3[cH:35]2)[cH:20][cH:21][cH:22][cH:23][cH:24]1. Starting materials: CC(C)(CO)CBr, [Cl-], Clc1cc(Cl)ncn1, [H-], [NH4+], [Na+], C1CCOC1. Yields the product CC(C)(CBr)COc1cc(Cl)ncn1. As a reaction SMILES: [Br:3][CH2:4][C:5]([CH2:6][OH:7])([CH3:8])[CH3:9].[Cl-:18].[Cl:10][c:11]1[n:12][cH:13][n:14][c:15]([Cl:17])[cH:16]1.[H-:1].[NH4+:19].[Na+:2].[O:20]1[CH2:21][CH2:22][CH2:23][CH2:24]1>>[Br:3][CH2:4][C:5]([CH2:6][O:7][c:15]1[n:14][cH:13][n:12][c:11]([Cl:10])[cH:16]1)([CH3:8])[CH3:9]. Starting materials: COC(=O)Cc1c(C)n(S(=O)(=O)c2ccc(C)c(Cl)c2)c2ncccc12, Cl, [Na+], C1COCCO1, [OH-], O. Product: Cc1ccc(S(=O)(=O)n2c(C)c(CC(=O)O)c3cccnc32)cc1Cl. RXN SMILES: [CH3:3][O:4][C:5]([CH2:6][c:7]1[c:8]([CH3:27])[n:9]([S:16](=[O:17])(=[O:18])[c:19]2[cH:20][c:21]([Cl:26])[c:22]([CH3:25])[cH:23][cH:24]2)[c:10]2[n:11][cH:12][cH:13][cH:14][c:15]12)=[O:28].[ClH:29].[Na+:2].[O:31]1[CH2:32][CH2:33][O:34][CH2:35][CH2:36]1.[OH-:1].[OH2:30]>>[O:4]=[C:5]([CH2:6][c:7]1[c:8]([CH3:27])[n:9]([S:16](=[O:17])(=[O:18])[c:19]2[cH:20][c:21]([Cl:26])[c:22]([CH3:25])[cH:23][cH:24]2)[c:10]2[n:11][cH:12][cH:13][cH:14][c:15]12)[OH:28]. Starting materials: C(C)(=O)OC1=CC=C(C(=O)O)C=C1 (p-acetoxy-benzoic acid), 2,6-acetoxy-naphthoic acid, C(C)(=O)OC1=CC=C(C=C1)C1=CC=C(C=C1)OC(C)=O (4,4'-diacetoxy-biphenyl). Product: acetin anhydride, OC1=CC=C(C=C1)C1=CC=C(C=C1)O (4,4'-dihydroxybiphenyl), OC1=CC=C(C(=O)O)C=C1 (p-hydroxy-benzoic acid). Reaction SMILES: C([O:4][C:5]1[CH:10]=[CH:9][C:8]([C:11]2[CH:16]=[CH:15][C:14]([O:17]C(=O)C)=[CH:13][CH:12]=2)=[CH:7][CH:6]=1)(=O)C.C([O:24][C:25]1[CH:33]=[CH:32][C:28]([C:29]([OH:31])=[O:30])=[CH:27][CH:26]=1)(=O)C>>[OH:4][C:5]1[CH:6]=[CH:7][C:8]([C:11]2[CH:16]=[CH:15][C:14]([OH:17])=[CH:13][CH:12]=2)=[CH:9][CH:10]=1.[OH:24][C:25]1[CH:33]=[CH:32][C:28]([C:29]([OH:31])=[O:30])=[CH:27][CH:26]=1. Procedure details: Process according to claim 7, characterized in that 4,4'-diacetoxy-biphenyl, p-acetoxy-benzoic acid and 2,6-acetoxy-naphthoic acid are formed by means of the reaction of acetin anhydride with 4,4'-dihydroxybiphenyl, with p-hydroxy-benzoic acid and with 2,6-hydroxy-naphthoic, acid by heating to about 140° C., prior to the polymerization, within the same polymerization medium. The reactants are [OH-].[Na+] (sodium hydroxide), C1(CCCCCC1)NS(=O)(=O)C1=CC=C(C=C1)N(C)C(C)=O (N-cycloheptyl-4-(N-acetyl-N-methylamino)benzenesulfonamide), C(O)([O-])=O.[Na+] (sodium hydrogencarbonate), Cl (hydrochloric acid). The solvent is C(C)O (Ethanol). The product is C1(CCCCCC1)NS(=O)(=O)C1=CC=C(C=C1)NC (N-Cycloheptyl-4-(N-methylamino)benzenesulfonamide). Yield: 44.0%. Reaction SMILES: [OH-].[Na+].[CH:3]1([NH:10][S:11]([C:14]2[CH:19]=[CH:18][C:17]([N:20](C(=O)C)[CH3:21])=[CH:16][CH:15]=2)(=[O:13])=[O:12])[CH2:9][CH2:8][CH2:7][CH2:6][CH2:5][CH2:4]1.Cl.C(=O)([O-])O.[Na+]>C(O)C>[CH:3]1([NH:10][S:11]([C:14]2[CH:15]=[CH:16][C:17]([NH:20][CH3:21])=[CH:18][CH:19]=2)(=[O:13])=[O:12])[CH2:4][CH2:5][CH2:6][CH2:7][CH2:8][CH2:9]1 |f:0.1,4.5|. Procedure details: Ethanol (20 ml) and 1N aqueous sodium hydroxide (20 ml) were added to the obtained white crystal [N-cycloheptyl-4-(N-acetyl-N-methylamino)benzenesulfonamide] (4.72 g, 90%). The obtained mixture was heated under reflux overnight, acidified by the addition of 1N aqueous hydrochloric acid and adjusted to pH 8 with sodium hydrogencarbonate. The resulting mixture was extracted with ethyl acetate and the organic layer was dried over magnesium sulfate and concentrated to precipitate a crystal. This cry...